Task: describe an organic reaction: reactants, conditions, products, and yield. Dataset: the Open Reaction Database (ORD), a public repository of structured organic reaction records Starting materials: C(C1=CC=CC=C1)N1N=CC(=C(C1=O)OC)Cl (2-benzyl-5-chloro-4-methoxypyridazin-3(2H)-one), ClC1=CC=C(C=C1)B(O)O (4-Chlorophenylboronic acid), C(=O)([O-])[O-].[Na+].[Na+] (Na2CO3). The reagents and catalysts are C=1C=CC(=CC1)[P](C=2C=CC=CC2)(C=3C=CC=CC3)[Pd]([P](C=4C=CC=CC4)(C=5C=CC=CC5)C=6C=CC=CC6)([P](C=7C=CC=CC7)(C=8C=CC=CC8)C=9C=CC=CC9)[P](C=1C=CC=CC1)(C=1C=CC=CC1)C=1C=CC=CC1 (Pd(PPh3)4). The solvent is C1(=CC=CC=C1)C (toluene), O (water). Yields the product C(C1=CC=CC=C1)N1N=CC(=C(C1=O)OC)C1=CC=C(C=C1)Cl (2-benzyl-5-(4-chlorophenyl)-4-methoxypyridazin-3(2H)-one). Yield: 82.4%. RXN SMILES: [CH2:1]([N:8]1[C:13](=[O:14])[C:12]([O:15][CH3:16])=[C:11](Cl)[CH:10]=[N:9]1)[C:2]1[CH:7]=[CH:6][CH:5]=[CH:4][CH:3]=1.[Cl:18][C:19]1[CH:24]=[CH:23][C:22](B(O)O)=[CH:21][CH:20]=1.C([O-])([O-])=O.[Na+].[Na+]>C1(C)C=CC=CC=1.O.C1C=CC([P]([Pd]([P](C2C=CC=CC=2)(C2C=CC=CC=2)C2C=CC=CC=2)([P](C2C=CC=CC=2)(C2C=CC=CC=2)C2C=CC=CC=2)[P](C2C=CC=CC=2)(C2C=CC=CC=2)C2C=CC=CC=2)(C2C=CC=CC=2)C2C=CC=CC=2)=CC=1>[CH2:1]([N:8]1[C:13](=[O:14])[C:12]([O:15][CH3:16])=[C:11]([C:22]2[CH:23]=[CH:24][C:19]([Cl:18])=[CH:20][CH:21]=2)[CH:10]=[N:9]1)[C:2]1[CH:7]=[CH:6][CH:5]=[CH:4][CH:3]=1 |f:2.3.4,^1:45,47,66,85|. Procedure: To a stirred solution of 2-benzyl-5-chloro-4-methoxypyridazin-3(2H)-one (20.0 g, 79.8 mmol) in toluene (500 mL) was added Pd(PPh3)4 (5.5 g, 4.76 mmol) under an atmosphere of argon. 4-Chlorophenylboronic acid (18.7 g, 119.6 mmol) was added subsequently. Under vigorous stirring, Na2CO3 (33.8 g, 318.9 mmol) pre-dissolved in water (90 mL) was added to the suspension. A stream of argon was bubbled through this suspension for 10 min. After this time, the flask was placed in an oil bath preheated at 12... Starting materials: Cc1nccn1-c1ccc(Nc2nc3c(c(N(CCO)Cc4ccccc4)n2)CN(C(=O)OC(C)(C)C)CC3)cc1, CO, Cl. Product: Cc1nccn1-c1ccc(Nc2nc3c(c(N(CCO)Cc4ccccc4)n2)CNCC3)cc1. RXN SMILES: [CH2:1]([c:2]1[cH:3][cH:4][cH:5][cH:6][cH:7]1)[N:8]([c:9]1[c:10]2[c:11]([n:12][c:13]([NH:15][c:16]3[cH:17][cH:18][c:19](-[n:22]4[c:23]([CH3:27])[n:24][cH:25][cH:26]4)[cH:20][cH:21]3)[n:14]1)[CH2:28][CH2:29][N:30]([C:32]([O:33][C:34]([CH3:35])([CH3:36])[CH3:37])=[O:38])[CH2:31]2)[CH2:39][CH2:40][OH:41].[CH3:43][OH:44].[ClH:42]>>[CH2:1]([c:2]1[cH:3][cH:4][cH:5][cH:6][cH:7]1)[N:8]([c:9]1[c:10]2[c:11]([n:12][c:13]([NH:15][c:16]3[cH:17][cH:18][c:19](-[n:22]4[c:23]([CH3:27])[n:24][cH:25][cH:26]4)[cH:20][cH:21]3)[n:14]1)[CH2:28][CH2:29][NH:30][CH2:31]2)[CH2:39][CH2:40][OH:41]. The reactants are Nc1ccc(F)c(F)c1F, N#C[Na], CC(=O)NCC1CN(c2ccc(N3CCC(=O)CC3)c(F)c2)C(=O)O1. Product: CC(=O)NCC1CN(c2ccc(N3CCC(C#N)(Nc4ccc(F)c(F)c4F)CC3)c(F)c2)C(=O)O1. Reaction SMILES: [F:29][c:30]1[c:31]([NH2:32])[cH:33][cH:34][c:35]([F:38])[c:36]1[F:37].[Na:26][C:27]#[N:28].[O:1]=[C:2]1[CH2:3][CH2:4][N:5]([c:8]2[c:9]([F:25])[cH:10][c:11]([N:14]3[C:15](=[O:24])[O:16][CH:17]([CH2:19][NH:20][C:21]([CH3:22])=[O:23])[CH2:18]3)[cH:12][cH:13]2)[CH2:6][CH2:7]1>>[C:2]1([C:27]#[N:28])([NH:32][c:31]2[c:30]([F:29])[c:36]([F:37])[c:35]([F:38])[cH:34][cH:33]2)[CH2:3][CH2:4][N:5]([c:8]2[c:9]([F:25])[cH:10][c:11]([N:14]3[C:15](=[O:24])[O:16][CH:17]([CH2:19][NH:20][C:21]([CH3:22])=[O:23])[CH2:18]3)[cH:12][cH:13]2)[CH2:6][CH2:7]1. Reactants: BrC=1C(=C(C(=O)OC)C(=CC1)CSC1=C(C=CC=C1)OC)O (methyl 3-bromo-2-hydroxy-6-(2-methoxyphenylthiomethyl)benzoate), C1(CCCCC1)S (cyclohexanethiol), BrC=1C(=C(C(=O)OC)C(=CC1)CBr)OC (methyl 3-bromo-6-bromomethyl-2-methoxybenzoate), BrC=1C(=C(C(=O)OC)C(=CC1)CBr)OC (methyl 3-bromo-6-bromomethyl-2-methoxybenzoate). The product is BrC=1C(=C(C(=O)OC)C(=CC1)CSC1CCCCC1)OC (Methyl 3-bromo-6-(cyclohexylthiomethyl)-2-methoxybenzoate). RXN SMILES: [Br:1][C:2]1[C:3]([OH:22])=[C:4]([C:9]([CH2:12][S:13][C:14]2[CH:19]=[CH:18][CH:17]=[CH:16][C:15]=2OC)=[CH:10][CH:11]=1)[C:5]([O:7][CH3:8])=[O:6].Br[C:24]1C(OC)=C(C(CBr)=CC=1)C(OC)=O.C1(S)CCCCC1>>[Br:1][C:2]1[C:3]([O:22][CH3:24])=[C:4]([C:9]([CH2:12][S:13][CH:14]2[CH2:15][CH2:16][CH2:17][CH2:18][CH2:19]2)=[CH:10][CH:11]=1)[C:5]([O:7][CH3:8])=[O:6]. Reported procedure: Prepared by proceeding in a similar manner to Intermediate 82, starting from methyl 3-bromo-6-bromomethyl-2-methoxybenzoate (Intermediate 89) and cyclohexanethiol and used without further purification. Starting materials: COC(CCCC(CC[Mg]Cl)C)(C)C (7-methoxy-3,7-dimethyloctylmagnesium chloride), C(C)(C)C1=CC=C(C=O)C=C1 (p-isopropylbenzaldehyde), alcohol, Cl (hydrochloric acid). Solvent: O1CCCC1 (tetrahydrofuran), O1CCCC1 (tetrahydrofuran). Yields the product C(C)(C)C1=CC=C(C=C1)C(CCC(CCCC(C)(OC)C)C)O (1-(p-Isopropylphenyl)-4,8-dimethyl-8-methoxynonan-1-ol). RXN SMILES: [CH3:1][O:2][C:3]([CH3:14])([CH3:13])[CH2:4][CH2:5][CH2:6][CH:7]([CH3:12])[CH2:8][CH2:9][Mg]Cl.[CH:15]([C:18]1[CH:25]=[CH:24][C:21]([CH:22]=[O:23])=[CH:20][CH:19]=1)([CH3:17])[CH3:16].Cl>O1CCCC1>[CH:15]([C:18]1[CH:25]=[CH:24][C:21]([CH:22]([OH:23])[CH2:9][CH2:8][CH:7]([CH3:12])[CH2:6][CH2:5][CH2:4][C:3]([CH3:14])([O:2][CH3:1])[CH3:13])=[CH:20][CH:19]=1)([CH3:17])[CH3:16]. Reported procedure: To the 7-methoxy-3,7-dimethyloctylmagnesium chloride (0.155 mol) in tetrahydrofuran (200 ml) under nitrogen was added p-isopropylbenzaldehyde (37 g, 86.94% pure) in tetrahydrofuran (50 ml) over 20 min. The reaction was exothermic, causing solvent to boil during the course of addition. After stirring at room temperature continued thereafter for a total of 23 h, the reaction mixture was poured into dilute hydrochloric acid, and extracted with pentane. The extracts were washed with bicarbonate, bri...